Task: describe an organic reaction: reactants, conditions, products, and yield. Dataset: the Open Reaction Database (ORD), a public repository of structured organic reaction records Starting materials: ClC1=C(C=CC=C1Cl)NC(=O)C1=CC=C(OCC(=O)O)C=C1 (4-(2,3-dichlorophenyl-carbamoyl)-phenoxyacetic acid), S(=O)(Cl)Cl (thionyl chloride), S(=O)(Cl)Cl (thionyl chloride), Cl (hydrochloric acid), S(O)(O)=O (sulfurous acid). The solvent is O1CCOCC1 (dioxane), O1CCOCC1 (dioxane). Run at temperature 80 celsius, time 4 hour. Product: ClC1=C(C=CC=C1Cl)NC(=O)C1=CC=C(OCC(=O)Cl)C=C1 (4-(2,3-dichlorophenyl-carbamoyl)-phenoxyacetyl chloride). Reaction SMILES: [Cl:1][C:2]1[C:7]([Cl:8])=[CH:6][CH:5]=[CH:4][C:3]=1[NH:9][C:10]([C:12]1[CH:22]=[CH:21][C:15]([O:16][CH2:17][C:18](O)=[O:19])=[CH:14][CH:13]=1)=[O:11].S(Cl)([Cl:25])=O.Cl.S(=O)(O)O>O1CCOCC1>[Cl:1][C:2]1[C:7]([Cl:8])=[CH:6][CH:5]=[CH:4][C:3]=1[NH:9][C:10]([C:12]1[CH:22]=[CH:21][C:15]([O:16][CH2:17][C:18]([Cl:25])=[O:19])=[CH:14][CH:13]=1)=[O:11]. Procedure details: A mixture of 3.54 g of 4-(2,3-dichlorophenyl-carbamoyl)-phenoxyacetic acid, 3.57 g of thionyl chloride and 30 ml of dioxane was stirred at a temperature of 80° C. for 4 hours. An excess amount of thionyl chloride and dissolved hydrochloric acid gas, sulfurous acid gas and dioxane were distilled off by a rotary evaporator to obtain 4-(2,3-dichlorophenyl-carbamoyl)-phenoxyacetyl chloride as the residue after distillation. Reactants: N1=CC(=CC=C1)S(=O)(=O)Cl (pyridine-3-sulfonyl chloride), C(=O)(C(F)(F)F)O (TFA), ClC1=CNC2=CC=C3C(=C12)CN(CCO3)C(=O)OC(C)(C)C (tert-Butyl 10-chloro-1,3,4,8-tetrahydro-2H-[1,4]oxazepino[6,7-e]indole-2-carboxylate), ClC1=CNC2=CC=C3C(=C12)CN(CCO3)C(=O)OC(C)(C)C (tert-Butyl 10-chloro-1,3,4,8-tetrahydro-2H-[1,4]oxazepino[6,7-e]indole-2-carboxylate), [H-].[Na+] (sodium hydride). Solvent: CN(C)C=O (DMF), CN(C)C=O (DMF). Conditions: temperature 50 celsius. Product: FC(C(=O)O)(F)F.FC(C(=O)O)(F)F.ClC1=CN(C2=CC=C3C(=C12)CNCCO3)S(=O)(=O)C=3C=NC=CC3 (10-Chloro-8-(pyridin-3-ylsulfonyl)-1,3,4,8-tetrahydro-2H-[1,4]oxazepino[6,7-e]indole bis(trifluoroacetate)). As a reaction SMILES: [Cl:1][C:2]1[C:10]2[C:5](=[CH:6][CH:7]=[C:8]3[O:15][CH2:14][CH2:13][N:12](C(OC(C)(C)C)=O)[CH2:11][C:9]3=2)[NH:4][CH:3]=1.[H-].[Na+].[N:25]1[CH:30]=[CH:29][CH:28]=[C:27]([S:31](Cl)(=[O:33])=[O:32])[CH:26]=1.[C:35]([OH:41])([C:37]([F:40])([F:39])[F:38])=[O:36]>CN(C=O)C>[F:38][C:37]([F:40])([F:39])[C:35]([OH:41])=[O:36].[F:38][C:37]([F:40])([F:39])[C:35]([OH:41])=[O:36].[Cl:1][C:2]1[C:10]2[C:5](=[CH:6][CH:7]=[C:8]3[O:15][CH2:14][CH2:13][NH:12][CH2:11][C:9]3=2)[N:4]([S:31]([C:27]2[CH:26]=[N:25][CH:30]=[CH:29][CH:28]=2)(=[O:33])=[O:32])[CH:3]=1 |f:1.2,6.7.8|. Procedure: Pyridine-3-sulfonyl chloride hydrochloride (20 mg, 0.093 mmol) was dissolved in a mixture of dichloromethane and aqueous saturated NaHCO3 and the organic layer was dried (MgSO4) and evaporated to give pyridine-3-sulfonyl chloride. tert-Butyl 10-chloro-1,3,4,8-tetrahydro-2H-[1,4]oxazepino[6,7-e]indole-2-carboxylate (Intermediate 20, 10 mg, 0.031 mmol) was dissolved in DMF (1 mL) and sodium hydride (60% in mineral oil, 2.5 mg, 0.062 mmol) was added. The mixture was stirred for 10 minutes before py... Reactants: S=C=Nc1ccccc1Br, COc1cc2c(c(C)c1C)NCC1(CCC1)C2, ClCCl, O. Product: COc1cc2c(c(C)c1C)N(C(=S)Nc1ccccc1Br)CC1(CCC1)C2. RXN SMILES: [Br:18][c:19]1[c:20]([N:25]=[C:26]=[S:27])[cH:21][cH:22][cH:23][cH:24]1.[CH3:1][O:2][c:3]1[cH:4][c:5]2[c:13]([c:14]([CH3:17])[c:15]1[CH3:16])[NH:12][CH2:11][C:7]1([CH2:6]2)[CH2:8][CH2:9][CH2:10]1.[Cl:29][CH2:30][Cl:31].[OH2:28]>>[CH3:1][O:2][c:3]1[cH:4][c:5]2[c:13]([c:14]([CH3:17])[c:15]1[CH3:16])[N:12]([C:26]([NH:25][c:20]1[c:19]([Br:18])[cH:24][cH:23][cH:22][cH:21]1)=[S:27])[CH2:11][C:7]1([CH2:6]2)[CH2:8][CH2:9][CH2:10]1. Starting materials: BrC=1C=C2C=C(NC2=CC1)C(=O)OCC (5-Bromo-2-ethoxycarbonyl indole), [H-].[Na+] (NaH), ClCC#N (chloroacetonitrile). Solvent: CN(C)C=O (DMF). Conditions: time 8 hour. The product is C(#N)CN1C(=CC2=CC(=CC=C12)Br)C(=O)OCC (1-(Cyanomethyl)-2-ethoxycarbonyl-5-bromo-indole). As a reaction SMILES: [Br:1][C:2]1[CH:3]=[C:4]2[C:8](=[CH:9][CH:10]=1)[NH:7][C:6]([C:11]([O:13][CH2:14][CH3:15])=[O:12])=[CH:5]2.[H-].[Na+].Cl[CH2:19][C:20]#[N:21]>CN(C=O)C>[C:20]([CH2:19][N:7]1[C:8]2[C:4](=[CH:3][C:2]([Br:1])=[CH:10][CH:9]=2)[CH:5]=[C:6]1[C:11]([O:13][CH2:14][CH3:15])=[O:12])#[N:21] |f:1.2|. Procedure: A solution of 2-2 (11.2 g, 44.4 mmol) in DMF (400 mL) was treated with NaH (3.2 g of 60% dispersion in oil, 66.6 mmol) for 0.5 hour and then chloroacetonitrile (Aldrich, 5.6 mL, 88.8 mmol) was added and the reaction was stirred overnight. The solvent was removed in vacuo and the residue was partitioned between water and EtOAc. The water layer was extracted with EtOAc, the organic layers were combined, washed with water, brine, dried with MgSO4, filtered and evaporated to give 2-3 as a brown soli... Starting materials: OC1=C(C(=O)C=CC(=O)O)C=CC=C1 (3-(2-hydroxybenzoyl)acrylic acid), Cl (HCl). Solvent: C([O-])([O-])=O.[Na+].[Na+] (sodium carbonate). Yields the product O=C1CC(OC2=C1C=CC=C2)C(=O)O (2,3-dihydro-4-oxo-4H-1-benzopyran-2-carboxylic acid). Yield: 66.6%. RXN SMILES: [OH:1][C:2]1[CH:14]=[CH:13][CH:12]=[CH:11][C:3]=1[C:4]([CH:6]=[CH:7][C:8]([OH:10])=[O:9])=[O:5].Cl>C(=O)([O-])[O-].[Na+].[Na+]>[O:5]=[C:4]1[C:3]2[CH:11]=[CH:12][CH:13]=[CH:14][C:2]=2[O:1][CH:7]([C:8]([OH:10])=[O:9])[CH2:6]1 |f:2.3.4|. Reported procedure: A solution of 3-(2-hydroxybenzoyl)acrylic acid (3.02 g) in aqueous sodium carbonate (5%, 55 ml) was stirred at room temperature for 15 hours, acidified with 2N HCl and extracted with ethyl acetate. The ethyl acetate layer was washed with water, dried (MgSO4) and then treated with activated charcoal, after which the solvent was distilled off, to yield 2,3-dihydro-4-oxo-4H-1-benzopyran-2-carboxylic acid (2.01 g, 67%), which was then recrystallized from ethyl acetate-hexane to yield colorless prism... Starting materials: [N+](=O)([O-])C1=C(C2=C(C=C1C)OC1(CCCCC1)O2)C (Cyclohexanone 4-nitro-3,5-dimethyl-1,2-phenylene ketal), [H][H] (hydrogen). The reagents and catalysts are [Pd] (palladium on charcoal). The solvent is C(C)O (ethanol). Product: NC1=C(C2=C(C=C1C)OC1(CCCCC1)O2)C (cyclohexanone 4-amino-3,5-dimethyl-1,2-phenylene ketal). Isolated yield 90.3%. Reaction SMILES: [N+:1]([C:4]1[C:9]([CH3:10])=[CH:8][C:7]2[O:11][C:12]3([O:18][C:6]=2[C:5]=1[CH3:19])[CH2:17][CH2:16][CH2:15][CH2:14][CH2:13]3)([O-])=O.[H][H]>[Pd].C(O)C>[NH2:1][C:4]1[C:9]([CH3:10])=[CH:8][C:7]2[O:11][C:12]3([O:18][C:6]=2[C:5]=1[CH3:19])[CH2:17][CH2:16][CH2:15][CH2:14][CH2:13]3. Procedure details: Cyclohexanone 4-nitro-3,5-dimethyl-1,2-phenylene ketal (10.0 g) and 10% palladium on charcoal (1.0 g) in ethanol (200 ml) was shaken in a hydrogen atmosphere (50 p.s.i.) at 45° C. for 3 hours. The mixture was filtered through celite and evaporated to leave cyclohexanone 4-amino-3,5-dimethyl-1,2-phenylene ketal (8.0 g, 90%) as a brown oil.